This data is from the Open Reaction Database (ORD), a public repository of structured organic reaction records. The task is: describe an organic reaction: reactants, conditions, products, and yield The reactants are BrCCCCOc1ccc2ccccc2c1, CCCCCCCC[N+](CCC)(CCCCCCCC)CCCCCCCC, CC(=O)[O-], CCO, [Cl-], [Na+], [Na+], [OH-], O. The product is OCCCCOc1ccc2ccccc2c1. Reaction SMILES: [Br:1][CH2:2][CH2:3][CH2:4][CH2:5][O:6][c:7]1[cH:8][c:9]2[cH:10][cH:11][cH:12][cH:13][c:14]2[cH:15][cH:16]1.[CH2:23]([N+:24]([CH2:25][CH2:26][CH2:27][CH2:28][CH2:29][CH2:30][CH2:31][CH3:32])([CH2:33][CH2:34][CH2:35][CH2:36][CH2:37][CH2:38][CH2:39][CH3:40])[CH2:41][CH2:42][CH3:43])[CH2:44][CH2:45][CH2:46][CH2:47][CH2:48][CH2:49][CH3:50].[CH3:18][C:19]([O-:20])=[O:21].[CH3:53][CH2:54][OH:55].[Cl-:22].[Na+:17].[Na+:52].[OH-:51].[OH2:56]>>[CH2:2]([CH2:3][CH2:4][CH2:5][O:6][c:7]1[cH:8][c:9]2[cH:10][cH:11][cH:12][cH:13][c:14]2[cH:15][cH:16]1)[OH:20]. The reactants are CC(C)(C)OC(=O)N1CCC(=CCBr)CC1, O=C1NC(=O)c2ccccc21, CN(C)C=O, [K], O. The product is CC(C)(C)OC(=O)N1CCC(=CCN2C(=O)c3ccccc3C2=O)CC1. As a reaction SMILES: [Br:1][CH2:2][CH:3]=[C:4]1[CH2:5][CH2:6][N:7]([C:10](=[O:11])[O:12][C:13]([CH3:14])([CH3:15])[CH3:16])[CH2:8][CH2:9]1.[C:17]1(=[O:27])[c:18]2[c:19]([cH:23][cH:24][cH:25][cH:26]2)[C:20](=[O:22])[NH:21]1.[CH3:29][N:30]([CH3:31])[CH:32]=[O:33].[K:28].[OH2:34]>>[CH2:2]([CH:3]=[C:4]1[CH2:5][CH2:6][N:7]([C:10](=[O:11])[O:12][C:13]([CH3:14])([CH3:15])[CH3:16])[CH2:8][CH2:9]1)[N:21]1[C:17](=[O:27])[c:18]2[c:19]([cH:23][cH:24][cH:25][cH:26]2)[C:20]1=[O:22].